This data is from the Open Reaction Database (ORD), a public repository of structured organic reaction records. The task is: describe an organic reaction: reactants, conditions, products, and yield The reactants are Brc1cncc2ccccc12, [K+], O=[N+]([O-])[O-], O=S(=O)(O)O. Yields the product O=[N+]([O-])c1cccc2cncc(Br)c12. As a reaction SMILES: [Br:6][c:7]1[cH:8][n:9][cH:10][c:11]2[cH:12][cH:13][cH:14][cH:15][c:16]12.[K+:1].[O-:2][N+:3]([O-:4])=[O:5].[S:17](=[O:18])(=[O:19])([OH:20])[OH:21]>>[O-:2][N+:3](=[O:5])[c:15]1[cH:14][cH:13][cH:12][c:11]2[cH:10][n:9][cH:8][c:7]([Br:6])[c:16]21.